From a dataset of the Open Reaction Database (ORD), a public repository of structured organic reaction records. describe an organic reaction: reactants, conditions, products, and yield As a reaction SMILES: [C:1]([O:5][C:6](=[O:16])[NH:7][C:8]1[CH:13]=[CH:12][C:11]([F:14])=[CH:10][C:9]=1[NH2:15])([CH3:4])([CH3:3])[CH3:2].C([O:21][C:22](=O)[CH2:23][C:24]([C:26]1[CH:31]=[CH:30][CH:29]=[C:28]([C:32]2[C:33]([CH3:38])=[N:34][CH:35]=[CH:36][CH:37]=2)[CH:27]=1)=[O:25])(C)(C)C>>[C:1]([O:5][C:6](=[O:16])[NH:7][C:8]1[CH:13]=[CH:12][C:11]([F:14])=[CH:10][C:9]=1[NH:15][C:22](=[O:21])[CH2:23][C:24]([C:26]1[CH:31]=[CH:30][CH:29]=[C:28]([C:32]2[C:33]([CH3:38])=[N:34][CH:35]=[CH:36][CH:37]=2)[CH:27]=1)=[O:25])([CH3:4])([CH3:2])[CH3:3]. Starting materials: C(C)(C)(C)OC(NC1=C(C=C(C=C1)F)N)=O ((2-amino-4-fluoro-phenyl)-carbamic acid tert-butyl ester), C(C)(C)(C)OC(CC(=O)C1=CC(=CC=C1)C=1C(=NC=CC1)C)=O (3-[3-(2-methyl-pyridin-3-yl)-phenyl]-3-oxo-propionic acid tert-butyl ester). Procedure details: The title compound was prepared from (2-amino-4-fluoro-phenyl)-carbamic acid tert-butyl ester (Example J2) (170 mg, 0.75 mmol) and 3-[3-(2-methyl-pyridin-3-yl)-phenyl]-3-oxo-propionic acid tert-butyl ester (Example K5) (234 mg, 0.75 mmol) according to the general procedure M. Obtained as a light yellow solid (308 mg). Product: C(C)(C)(C)OC(NC1=C(C=C(C=C1)F)NC(CC(=O)C1=CC(=CC=C1)C=1C(=NC=CC1)C)=O)=O ((4-Fluoro-2-{3-[3-(2-methyl-pyridin-3-yl)-phenyl]-3-oxo-propionylamino}-phenyl)-carbamic acid tert-butyl ester), solid. The reactants are C(C)N(CCN(C=1C=CC(=NC1)C1=CC(=C(C(=C1)OC)OC(C)C)OC)CC)C=1C=CC(=NC1)C1=CC(=C(C(=C1)OC)OC(C)C)OC (N,N′-diethyl-N,N′-bis[2-(4-isopropoxy-3,5-dimethoxyphenyl)-5-pyridyl]ethylenediamine), CS(=O)(=O)O (methanesulfonic acid). The solvent is CO (methanol). Yields the product CS(=O)(=O)O.CS(=O)(=O)O.C(C)N(CCN(C=1C=CC(=NC1)C1=CC(=C(C(=C1)OC)OC(C)C)OC)CC)C=1C=CC(=NC1)C1=CC(=C(C(=C1)OC)OC(C)C)OC (N,N′-Diethyl-N,N′-bis[2-(4-isopropoxy-3,5-dimethoxypheyl)-5-pyridyl]ehtylenediamine dimethanesulfonate). Isolated yield 59.9%. Reaction SMILES: [CH2:1]([N:3]([C:29]1[CH:30]=[CH:31][C:32]([C:35]2[CH:40]=[C:39]([O:41][CH3:42])[C:38]([O:43][CH:44]([CH3:46])[CH3:45])=[C:37]([O:47][CH3:48])[CH:36]=2)=[N:33][CH:34]=1)[CH2:4][CH2:5][N:6]([CH2:27][CH3:28])[C:7]1[CH:8]=[CH:9][C:10]([C:13]2[CH:18]=[C:17]([O:19][CH3:20])[C:16]([O:21][CH:22]([CH3:24])[CH3:23])=[C:15]([O:25][CH3:26])[CH:14]=2)=[N:11][CH:12]=1)[CH3:2].[CH3:49][S:50]([OH:53])(=[O:52])=[O:51]>CO>[CH3:49][S:50]([OH:53])(=[O:52])=[O:51].[CH3:49][S:50]([OH:53])(=[O:52])=[O:51].[CH2:27]([N:6]([C:7]1[CH:8]=[CH:9][C:10]([C:13]2[CH:18]=[C:17]([O:19][CH3:20])[C:16]([O:21][CH:22]([CH3:24])[CH3:23])=[C:15]([O:25][CH3:26])[CH:14]=2)=[N:11][CH:12]=1)[CH2:5][CH2:4][N:3]([CH2:1][CH3:2])[C:29]1[CH:30]=[CH:31][C:32]([C:35]2[CH:36]=[C:37]([O:47][CH3:48])[C:38]([O:43][CH:44]([CH3:46])[CH3:45])=[C:39]([O:41][CH3:42])[CH:40]=2)=[N:33][CH:34]=1)[CH3:28] |f:3.4.5|. Procedure: To a solution of N,N′-diethyl-N,N′-bis[2-(4-isopropoxy-3,5-dimethoxyphenyl)-5-pyridyl]ethylenediamine (129.0 mg, 0.200 mmol) in methanol (2.0 mL) was added a 1.0 M aqueous methanesulfonic acid solution (0.40 mL, 0.40 mmol), and the reaction mixture was concentrated under reduced pressure. Ethanol (5.0 mL) was added to the residue, and the mixture was concentrated under reduced pressure. The residue was recrystallized from methanol-diethyl ether to afford the title compound as a yellow crystallin... Reactants: C(C)OC(CCC(CCCC)N)OCC (4-amino-octanal diethyl-acetal), Cl (hydrochloric acid), solution, C(C)OC(CC(CC(=O)OCC)=O)=O (diethyl-3-oxo- glutarate), C(C)=O (acetaldehyde), C([O-])([O-])=O.[Na+].[Na+] (sodium carbonate). The solvent is C(C)O (ethanol). Reaction conditions: time 3 day. Product: CC1N2C(CCC2C(C(C1C(=O)OCC)=O)C(=O)OCC)CCCC (5-methyl-3-n-butyl-6,8-dicarbethoxy-7-keto-octahydroindolizine). Reaction SMILES: C(O[CH:4](OCC)[CH2:5][CH2:6][CH:7]([NH2:12])[CH2:8][CH2:9][CH2:10][CH3:11])C.Cl.[CH2:17]([O:19][C:20](=[O:30])[CH2:21][C:22](=[O:29])[CH2:23][C:24]([O:26][CH2:27][CH3:28])=[O:25])[CH3:18].[CH:31](=O)[CH3:32].C(=O)([O-])[O-].[Na+].[Na+]>C(O)C>[CH3:31][CH:32]1[CH:23]([C:24]([O:26][CH2:27][CH3:28])=[O:25])[C:22](=[O:29])[CH:21]([C:20]([O:19][CH2:17][CH3:18])=[O:30])[CH:4]2[N:12]1[CH:7]([CH2:8][CH2:9][CH2:10][CH3:11])[CH2:6][CH2:5]2 |f:4.5.6|. Procedure details: A solution of 434 g (2 (Mol) 4-amino-octanal diethyl-acetal in 2 liters of ethanol (water free) was brought to pH4 with 0.5 N hydrochloric acid. To this solution 404 g (2 Mol) diethyl-3-oxo- glutarate and 88 g (2 Mol) acetaldehyde were added. The reaction mixture was stirred during three days at room temperature and was then brought to pH7 to 8 by addition of sodium carbonate powder. Reactants: I(=O)(=O)(=O)[O-].[Na+] (sodium periodate), OC(COCN1C=2N=C(NC(C2N=C1)=O)N)CO (9-(2,3-dihydroxy-1-propoxymethyl)guanine). Solvent: O (water). Reaction conditions: time 1.5 hour. Product: N1C(N)=NC=2N(C=NC2C1=O)COCC=O (4-(Guanin-9-yl)-3-oxabutanal). Reaction SMILES: I([O-])(=O)(=O)=O.[Na+].[OH:7][CH:8](CO)[CH2:9][O:10][CH2:11][N:12]1[CH:20]=[N:19][C:18]2[C:17](=[O:21])[NH:16][C:15]([NH2:22])=[N:14][C:13]1=2>O>[NH:16]1[C:17](=[O:21])[C:18]2[N:19]=[CH:20][N:12]([CH2:11][O:10][CH2:9][CH:8]=[O:7])[C:13]=2[N:14]=[C:15]1[NH2:22] |f:0.1|. Procedure: To a vigorously stirred solution of 1.42 g (6.66 mmole) of sodium periodate in 14 ml of water at room temperature was added 1.34 g (5 mmole) of 9-(2,3-dihydroxy-1-propoxymethyl)guanine. The addition was accompanied by a mild exotherm. The reaction flask was stoppered, and stirring was continued at ambient temperature. After 1.5 hours, by which time the reaction was judged to be complete by high pressure liquid chromatography, the mixture was filtered. The solid on the filter was washed with smal... Reactants: CC(C)(C)c1cccc(C2(N)CCCCC2)c1, CO, CC(C)O, ClCCl, OC(Cc1cc(F)cc(F)c1)C1CO1. Product: CC(C)(C)c1cccc(C2(NCC(O)C(O)Cc3cc(F)cc(F)c3)CCCCC2)c1. RXN SMILES: [C:1]([CH3:2])([CH3:3])([CH3:4])[c:5]1[cH:6][c:7]([C:11]2([NH2:17])[CH2:12][CH2:13][CH2:14][CH2:15][CH2:16]2)[cH:8][cH:9][cH:10]1.[CH3:36][OH:37].[CH:32]([OH:33])([CH3:34])[CH3:35].[Cl:38][CH2:39][Cl:40].[F:18][c:19]1[cH:20][c:21]([CH2:26][CH:27]([OH:28])[CH:29]2[O:30][CH2:31]2)[cH:22][c:23]([F:25])[cH:24]1>>[C:1]([CH3:2])([CH3:3])([CH3:4])[c:5]1[cH:6][c:7]([C:11]2([NH:17][CH2:31][CH:29]([CH:27]([CH2:26][c:21]3[cH:20][c:19]([F:18])[cH:24][c:23]([F:25])[cH:22]3)[OH:28])[OH:30])[CH2:12][CH2:13][CH2:14][CH2:15][CH2:16]2)[cH:8][cH:9][cH:10]1. Reactants: C1CCNCC1, CCO, [Na+], [OH-], Fc1ccc2[nH]nc(-c3ccccc3)c2c1. As a reaction SMILES: [CH2:17]1[CH2:18][CH2:19][NH:20][CH2:21][CH2:22]1.[CH3:25][CH2:26][OH:27].[Na+:24].[OH-:23].[c:1]1(-[c:7]2[n:8][nH:9][c:10]3[cH:11][cH:12][c:13]([F:16])[cH:14][c:15]23)[cH:2][cH:3][cH:4][cH:5][cH:6]1>>[c:1]1(-[c:7]2[n:8][n:9]([CH2:25][N:20]3[CH2:19][CH2:18][CH2:17][CH2:22][CH2:21]3)[c:10]3[cH:11][cH:12][c:13]([F:16])[cH:14][c:15]23)[cH:2][cH:3][cH:4][cH:5][cH:6]1. Yields the product Fc1ccc2c(c1)c(-c1ccccc1)nn2CN1CCCCC1. Reactants: CC1CCN(CC1)C1=C(C=C(C=C1)CO)[N+](=O)[O-] ([4-(4-methyl-piperidin-1-yl)-3-nitro-phenyl]-methanol), C(C)(C)[N-]C(C)C.[Li+] (lithium diisopropylamide), C(C(=O)OCC)(=O)OCC (diethyl oxalate). Solvent: O (water), CCOCC (ether), C1CCOC1 (THF). The product is C(C)OC(C(CC1=C(C(=CC=C1)N1CCCCC1)[N+](=O)[O-])=O)=O (3-(2-nitro-3-piperidin-1-yl-phenyl)-2-oxo-propionic acid ethyl ester). RXN SMILES: C[CH:2]1[CH2:7][CH2:6][N:5]([C:8]2[CH:13]=[CH:12][C:11](CO)=[CH:10][C:9]=2[N+:16]([O-:18])=[O:17])[CH2:4][CH2:3]1.[CH:19]([N-]C(C)C)(C)C.[Li+].[C:27]([O:34][CH2:35][CH3:36])(=[O:33])[C:28](OCC)=[O:29]>C1COCC1.O.CCOCC>[CH2:35]([O:34][C:27](=[O:33])[C:28](=[O:29])[CH2:19][C:10]1[CH:11]=[CH:12][CH:13]=[C:8]([N:5]2[CH2:4][CH2:3][CH2:2][CH2:7][CH2:6]2)[C:9]=1[N+:16]([O-:18])=[O:17])[CH3:36] |f:1.2|. Procedure details: A solution of 1-(3-methyl-2-nitro-phenyl)-piperidine (i) in THF is treated with lithium diisopropylamide (“LDA”) (1 eq), followed by diethyl oxalate (1.05 eq), at 0° C. The reaction is allowed to warm to room temperature over 90 min. The reaction is diluted with water and ether, partitioned, and the aqueous layer is washed with ether. The combined organic layers are dried over MgSO4, filtered and concentrated. Chromatography gives 3-(2-nitro-3-piperidin-1-yl-phenyl)-2-oxo-propionic acid ethyl es... The reactants are BrC1=CC=C(C=C1)C(CC(=O)C1=CC(N(C=C1)C)=O)C1=C(C=CC=C1)C (4-[3-(4-bromo-phenyl)-3-o-tolyl-propionyl]-1-methyl-1H-pyridin-2-one), Cl.NO (hydroxylamine hydrochloride), C(=O)(O)[O-].[Na+] (NaHCO3). The product is BrC1=CC=C(C=C1)C(C\C(=N/O)\C1=CC(N(C=C1)C)=O)C1=C(C=CC=C1)C (4-{3-(4-Bromo-phenyl)-1-[(E)-hydroxyimino]-3-o-tolyl-propyl}-1-methyl-1H-pyridin-2-one). As a reaction SMILES: [Br:1][C:2]1[CH:7]=[CH:6][C:5]([CH:8]([C:20]2[CH:25]=[CH:24][CH:23]=[CH:22][C:21]=2[CH3:26])[CH2:9][C:10]([C:12]2[CH:17]=[CH:16][N:15]([CH3:18])[C:14](=[O:19])[CH:13]=2)=O)=[CH:4][CH:3]=1.Cl.[NH2:28][OH:29].C([O-])(O)=O.[Na+]>>[Br:1][C:2]1[CH:7]=[CH:6][C:5]([CH:8]([C:20]2[CH:25]=[CH:24][CH:23]=[CH:22][C:21]=2[CH3:26])[CH2:9]/[C:10](/[C:12]2[CH:17]=[CH:16][N:15]([CH3:18])[C:14](=[O:19])[CH:13]=2)=[N:28]\[OH:29])=[CH:4][CH:3]=1 |f:1.2,3.4|. Procedure: In analogy to example 74, step 7, from 4-[3-(4-bromo-phenyl)-3-o-tolyl-propionyl]-1-methyl-1H-pyridin-2-one and hydroxylamine hydrochloride in the presence of NaHCO3 was prepared the title compound as a white solid, MS (ESI+): m/z=425.1 ([M+H]+, 1Br). Reactants: NC=1SC(=NN1)N1CC(OCC1)C (2-amino-5-(2-methyl-morpholino)-1,3,4-thiadiazole), C(C)OC=C(C(=O)OCC)C(=O)OCC (diethyl ethoxymethylene-malonate). Product: CC1OCCN(C1)C1=NN=C(S1)NC=C(C(=O)OCC)C(=O)OCC (diethyl N-[5-(2-methyl-morpholino)-1,3,4-thiadiazol-2-yl]-aminomethylene-malonate). As a reaction SMILES: [NH2:1][C:2]1[S:3][C:4]([N:7]2[CH2:12][CH2:11][O:10][CH:9]([CH3:13])[CH2:8]2)=[N:5][N:6]=1.C(O[CH:17]=[C:18]([C:24]([O:26][CH2:27][CH3:28])=[O:25])[C:19]([O:21][CH2:22][CH3:23])=[O:20])C>>[CH3:13][CH:9]1[CH2:8][N:7]([C:4]2[S:3][C:2]([NH:1][CH:17]=[C:18]([C:19]([O:21][CH2:22][CH3:23])=[O:20])[C:24]([O:26][CH2:27][CH3:28])=[O:25])=[N:6][N:5]=2)[CH2:12][CH2:11][O:10]1. Procedure: 2-amino-5-(2-methyl-morpholino)-1,3,4-thiadiazole (10 g) was reacted with diethyl ethoxymethylene-malonate (11.3 g) at 120° C. for 30 minutes: after cooling the reaction mixture was crystallized from isopropyl ether to give diethyl N-[5-(2-methyl-morpholino)-1,3,4-thiadiazol-2-yl]-aminomethylene-malonate, m.p. 89°-91° C. (16.4 g), which was treated with polyphosphoric acid (6.9 g) and POCl3 (27.15 g) under stirring at 120° C. for 30 minutes. Starting materials: CN (methylamine), O=C1CCC2(CCN(C2)C(=O)OC(C)(C)C)CC1 (tert-butyl 8-oxo-2-azaspiro[4.5]decane-2-carboxylate), [BH3-]C#N.[Na+] (NaBH3CN). Reaction conditions: time 8 hour. Product: CNC1CCC2(CCN(C2)C(=O)OC(C)(C)C)CC1 (tert-butyl 8-(methylamino)-2-azaspiro[4.5]decane-2-carboxylate). Isolated yield 75.5%. Reaction SMILES: CN.O=[C:4]1[CH2:20][CH2:19][C:7]2([CH2:11][N:10]([C:12]([O:14][C:15]([CH3:18])([CH3:17])[CH3:16])=[O:13])[CH2:9][CH2:8]2)[CH2:6][CH2:5]1.[BH3-][C:22]#[N:23].[Na+]>>[CH3:22][NH:23][CH:4]1[CH2:20][CH2:19][C:7]2([CH2:11][N:10]([C:12]([O:14][C:15]([CH3:18])([CH3:17])[CH3:16])=[O:13])[CH2:9][CH2:8]2)[CH2:6][CH2:5]1 |f:2.3|. Reported procedure: To a solution of methylamine (33% [w/w] in EtOH, 7.42 g, 79.0 mmol) was added tert-butyl 8-oxo-2-azaspiro[4.5]decane-2-carboxylate (4 g, 15.80 mmol), the reaction mixture was stirred at rt overnight. To the mixture was added NaBH3CN (2.98 g, 47.4 mmol), and the reaction mixture was stirred at rt for another 2 h and concentrated in vacuo. The residue was diluted with H2O (50 mL) and the resulting mixture was extracted with DCM (80 mL×3). The combined organic phases were washed with brine (100 mL)...